From a dataset of the Open Reaction Database (ORD), a public repository of structured organic reaction records. describe an organic reaction: reactants, conditions, products, and yield The reactants are CC(C)(C)Cn1c(CBr)cc2cnc(C#N)nc21, [K+], [K+], O=C([O-])[O-], CN(C)C=O, O, c1nnn[nH]1. RXN SMILES: [Br:1][CH2:2][c:3]1[cH:4][c:5]2[c:6]([n:7][c:8]([C:11]#[N:12])[n:9][cH:10]2)[n:13]1[CH2:14][C:15]([CH3:16])([CH3:17])[CH3:18].[K+:24].[K+:25].[O-:26][C:27]([O-:28])=[O:29].[O:30]=[CH:31][N:32]([CH3:33])[CH3:34].[OH2:35].[nH:19]1[n:20][n:21][n:22][cH:23]1>>[CH2:2]([c:3]1[cH:4][c:5]2[c:6]([n:7][c:8]([C:11]#[N:12])[n:9][cH:10]2)[n:13]1[CH2:14][C:15]([CH3:16])([CH3:17])[CH3:18])[n:19]1[n:20][n:21][n:22][cH:23]1. The product is CC(C)(C)Cn1c(Cn2cnnn2)cc2cnc(C#N)nc21. Reaction SMILES: C1C=CC=CC=1.[OH:7][CH:8]1[CH:12]([CH2:13][CH:14]=[CH2:15])[C:11](=[O:16])[CH:10]=[CH:9]1.CC(C)[O-].[Al+3].CC(C)[O-].CC(C)[O-]>CC(C)=O>[O:7]=[C:8]1[CH:12]([CH2:13][CH:14]=[CH2:15])[C:11](=[O:16])[CH:10]=[CH:9]1 |f:2.3.4.5|. The solvent is CC(=O)C (acetone). The yield is 81.2%. Product: O=C1C=CC(C1CC=C)=O (4-keto-5-allyl-2-cyclopentenone). Procedure details: Into a mixture of 150 ml of dried benzene and 100 ml of acetone, was dissolved 1.5 g of 4-hydroxy-5-allyl-2-cyclopentenone. After adding 3 g of freshly distilled aluminum isopropoxide, the mixture was heated under reflux for 12 hours. The reaction mixture was cooled to room temperature, washed twice with 30% sulfuric acid, then with water until the washings had become neutral. After drying over anhydrous sodium sulfate, the mixture was stripped of the solvent by distillation and the residue was ... Reactants: OC1C=CC(C1CC=C)=O (4-hydroxy-5-allyl-2-cyclopentenone), C1=CC=CC=C1 (benzene), CC([O-])C.[Al+3].CC([O-])C.CC([O-])C (aluminum isopropoxide). The reactants are C1CCNCC1, Cc1c(C=O)[nH]c2c1C(=O)N(CCN(C)C)CC2, CCO, O=C1Cc2cc(F)ccc2N1. Yields the product Cc1c(C=C2C(=O)Nc3ccc(F)cc32)[nH]c2c1C(=O)N(CCN(C)C)CC2. As a reaction SMILES: [CH2:30]1[CH2:31][CH2:32][NH:33][CH2:34][CH2:35]1.[CH3:1][N:2]([CH2:3][CH2:4][N:5]1[C:6](=[O:17])[c:7]2[c:8]([nH:11][c:12]([CH:15]=[O:16])[c:13]2[CH3:14])[CH2:9][CH2:10]1)[CH3:18].[CH3:36][CH2:37][OH:38].[F:19][c:20]1[cH:21][c:22]2[c:26]([cH:27][cH:28]1)[NH:25][C:24](=[O:29])[CH2:23]2>>[CH3:1][N:2]([CH2:3][CH2:4][N:5]1[C:6](=[O:17])[c:7]2[c:8]([nH:11][c:12]([CH:15]=[C:23]3[c:22]4[cH:21][c:20]([F:19])[cH:28][cH:27][c:26]4[NH:25][C:24]3=[O:29])[c:13]2[CH3:14])[CH2:9][CH2:10]1)[CH3:18]. Reactants: CC(C)C[AlH]CC(C)C, COC(=O)c1cc2cc(Cl)c(Cl)cc2nc1O, C1CCOC1. Product: OCc1cc2cc(Cl)c(Cl)cc2nc1O. RXN SMILES: [CH3:18][CH:19]([CH2:20][AlH:21][CH2:22][CH:23]([CH3:24])[CH3:25])[CH3:26].[Cl:1][c:2]1[cH:3][c:4]2[cH:5][c:6]([C:14](=[O:15])[O:16][CH3:17])[c:7]([OH:13])[n:8][c:9]2[cH:10][c:11]1[Cl:12].[O:27]1[CH2:28][CH2:29][CH2:30][CH2:31]1>>[Cl:1][c:2]1[cH:3][c:4]2[cH:5][c:6]([CH2:14][OH:15])[c:7]([OH:13])[n:8][c:9]2[cH:10][c:11]1[Cl:12]. Starting materials: C(C)(C)(C)OC(N[C@@H]1C(N(CC1)C1=CC=C(C=C1)O)=O)=O ((S)-[1-(4-hydroxy-phenyl)-2-oxo-pyrrolidin-3-yl]-carbamic acid tert-butyl ester), FC=1C=C(CBr)C=CC1F (3,4-difluorobenzylbromide), C([O-])([O-])=O.[K+].[K+] (potassium carbonate). Yields the product C(C)(C)(C)OC(N[C@@H]1C(N(CC1)C1=CC=C(C=C1)OCC1=CC(=C(C=C1)F)F)=O)=O ((S)-{1-[4-(3,4-Difluoro-benzyloxy)-phenyl]-2-oxo-pyrrolidin-3-yl}-carbamic Acid Tert-Butyl Ester). Reaction SMILES: [C:1]([O:5][C:6](=[O:21])[NH:7][C@H:8]1[CH2:12][CH2:11][N:10]([C:13]2[CH:18]=[CH:17][C:16]([OH:19])=[CH:15][CH:14]=2)[C:9]1=[O:20])([CH3:4])([CH3:3])[CH3:2].[F:22][C:23]1[CH:24]=[C:25]([CH:28]=[CH:29][C:30]=1[F:31])[CH2:26]Br.C(=O)([O-])[O-].[K+].[K+]>>[C:1]([O:5][C:6](=[O:21])[NH:7][C@H:8]1[CH2:12][CH2:11][N:10]([C:13]2[CH:14]=[CH:15][C:16]([O:19][CH2:26][C:25]3[CH:28]=[CH:29][C:30]([F:31])=[C:23]([F:22])[CH:24]=3)=[CH:17][CH:18]=2)[C:9]1=[O:20])([CH3:4])([CH3:2])[CH3:3] |f:2.3.4|. Procedure: In an analogous manner to that described in Example 2c), the alkylation of the (S)-[1-(4-hydroxy-phenyl)-2-oxo-pyrrolidin-3-yl]-carbamic acid tert-butyl ester [Example 16 a)] with 3,4-difluorobenzylbromide in presence of potassium carbonate yields the title compound as a white solid; MS: m/e=419 (M+H)+. The reactants are N(CCO)CCO (diethanolamine), CN(C=O)C (N,N-dimethylformamide), C([O-])([O-])=O.[K+].[K+] (potassium carbonate), NC1=NC(=NC(=N1)Cl)C1=C(C=CC(=C1)Cl)Cl (2-amino-4-chloro-6-(2,5-dichlorophenyl)-1,3,5-triazine). Solvent: 2L, O (water). Yields the product NC1=NC(=NC(=N1)N(CCO)CCO)C1=C(C=CC(=C1)Cl)Cl (2-Amino-4-[N,N-bis(2-hydroxyethyl)amino]-6-(2,5-dichlorophenyl)-1,3,5-triazine). Isolated yield 96.1%. Reaction SMILES: [NH:1]([CH2:5][CH2:6][OH:7])[CH2:2][CH2:3][OH:4].CN(C)C=O.C(=O)([O-])[O-].[K+].[K+].[NH2:19][C:20]1[N:25]=[C:24](Cl)[N:23]=[C:22]([C:27]2[CH:32]=[C:31]([Cl:33])[CH:30]=[CH:29][C:28]=2[Cl:34])[N:21]=1>O>[NH2:19][C:20]1[N:25]=[C:24]([N:1]([CH2:5][CH2:6][OH:7])[CH2:2][CH2:3][OH:4])[N:23]=[C:22]([C:27]2[CH:32]=[C:31]([Cl:33])[CH:30]=[CH:29][C:28]=2[Cl:34])[N:21]=1 |f:2.3.4|. Procedure: To a mixture of 9.2 g of diethanolamine, 200 ml of N,N-dimethylformamide, and 15 g of anhydrous potassium carbonate was added 20 g of 2-amino-4-chloro-6-(2,5-dichlorophenyl)-1,3,5-triazine with stirring at room temperature and the mixture was further stirred at room temperature for 7 hours. This reaction mixture was diluted with 2L (liters) of water with stirring and then stirred for 1 hour. The resulting crystal crop was harvested by filtration, rinsed with water, and dried to obtain 24 g of wh... Reactants: [BH4-], CCO, O=[N+]([O-])C=Cc1cccc(Cl)c1, [Na+], C1COCCO1. Yields the product O=[N+]([O-])CCc1cccc(Cl)c1. As a reaction SMILES: [BH4-:13].[CH3:21][CH2:22][OH:23].[Cl:1][c:2]1[cH:3][c:4]([CH:8]=[CH:9][N+:10](=[O:11])[O-:12])[cH:5][cH:6][cH:7]1.[Na+:14].[O:15]1[CH2:16][CH2:17][O:18][CH2:19][CH2:20]1>>[Cl:1][c:2]1[cH:3][c:4]([CH2:8][CH2:9][N+:10](=[O:11])[O-:12])[cH:5][cH:6][cH:7]1.